From a dataset of the Open Reaction Database (ORD), a public repository of structured organic reaction records. describe an organic reaction: reactants, conditions, products, and yield The reactants are C1COC(=O)N1P(=O)(N2CCOC2=O)Cl (BOPCl), F\C(\C(=O)O)=C/C1=CC(=C(C=C1)N1C=NC(=C1)C)OC ((Z)-2-fluoro-3-[3-methoxy-4-(4-methyl-1H-imidazol-1-yl)phenyl]acrylic acid), O.C([O-])(O)=O.[Na+] (sodium bicarbonate water), NN1C(C(CCC1)C1=C(C=C(C=C1F)F)F)=O (1-amino-3-(2,4,6-trifluorophenyl)piperidin-2-one), C(C)(C)N(CC)C(C)C (IPEA). The solvent is C(C)(=O)OCC (ethyl acetate), CN(C)C=O (DMF). Yields the product F\C(\C(=O)NN1C(C(CCC1)C1=C(C=C(C=C1F)F)F)=O)=C/C1=CC(=C(C=C1)N1C=NC(=C1)C)OC ((Z)-2-fluoro-3-[3-methoxy-4-(4-methyl-1H-imidazol-1-yl)phenyl]-N-[2-oxo-3-(2,4,6-trifluorophenyl)piperidin-1-yl]acrylamide). As a reaction SMILES: C1N(P(Cl)(N2C(=O)OCC2)=O)C(=O)OC1.[F:16]/[C:17](=[CH:21]\[C:22]1[CH:27]=[CH:26][C:25]([N:28]2[CH:32]=[C:31]([CH3:33])[N:30]=[CH:29]2)=[C:24]([O:34][CH3:35])[CH:23]=1)/[C:18]([OH:20])=O.[NH2:36][N:37]1[CH2:42][CH2:41][CH2:40][CH:39]([C:43]2[C:48]([F:49])=[CH:47][C:46]([F:50])=[CH:45][C:44]=2[F:51])[C:38]1=[O:52].C(N(C(C)C)CC)(C)C.O.C(=O)(O)[O-].[Na+]>CN(C=O)C.C(OCC)(=O)C>[F:16]/[C:17](=[CH:21]\[C:22]1[CH:27]=[CH:26][C:25]([N:28]2[CH:32]=[C:31]([CH3:33])[N:30]=[CH:29]2)=[C:24]([O:34][CH3:35])[CH:23]=1)/[C:18]([NH:36][N:37]1[CH2:42][CH2:41][CH2:40][CH:39]([C:43]2[C:44]([F:51])=[CH:45][C:46]([F:50])=[CH:47][C:48]=2[F:49])[C:38]1=[O:52])=[O:20] |f:4.5.6|. Procedure details: BOPCl (221 mg) was added to a suspension of (Z)-2-fluoro-3-[3-methoxy-4-(4-methyl-1H-imidazol-1-yl)phenyl]acrylic acid (CAS No. 870838-71-4, 240 mg), 1-amino-3-(2,4,6-trifluorophenyl)piperidin-2-one (106 g) and IPEA (0.45 mL) in DMF (5 mL), and the reaction solution was stirred at room temperature for 16 hours. Saturated sodium bicarbonate water and ethyl acetate were added to the reaction mixture and the organic layer was separated. The resulting organic layer was dried over anhydrous magnesium... Starting materials: NC=1N=C(C2=C(N1)SC=C2C)N2CCNCC2 (2-Amino-5-methyl-4-(piperazin-1-yl)thieno[2,3-d]pyrimidine), CN(C1=CC=C(C=C1)N=C=O)C (4-(dimethylamino)phenyl isocyanate). Run in ClCCl (dichloromethane), C(C)#N (acetonitrile). Run at time 8 hour. Product: NC=1N=C(C2=C(N1)SC=C2C)N2CCN(CC2)C(=O)NC2=CC=C(C=C2)N(C)C (4-[2-Amino-5-methylthieno[2,3-d]pyrimidin-4-yl]-N-[4-(dimethylamino)phenyl]-piperazine-1-carboxamide). The yield is 65.1%. RXN SMILES: [NH2:1][C:2]1[N:3]=[C:4]([N:12]2[CH2:17][CH2:16][NH:15][CH2:14][CH2:13]2)[C:5]2[C:10]([CH3:11])=[CH:9][S:8][C:6]=2[N:7]=1.[CH3:18][N:19]([CH3:29])[C:20]1[CH:25]=[CH:24][C:23]([N:26]=[C:27]=[O:28])=[CH:22][CH:21]=1>ClCCl.C(#N)C>[NH2:1][C:2]1[N:3]=[C:4]([N:12]2[CH2:13][CH2:14][N:15]([C:27]([NH:26][C:23]3[CH:24]=[CH:25][C:20]([N:19]([CH3:29])[CH3:18])=[CH:21][CH:22]=3)=[O:28])[CH2:16][CH2:17]2)[C:5]2[C:10]([CH3:11])=[CH:9][S:8][C:6]=2[N:7]=1. Reported procedure: To a solution of Example 22 (70 mg, 0.28 mmol) in dichloromethane (2 mL) and acetonitrile (2 mL) was added 4-(dimethylamino)phenyl isocyanate (48 mg, 0.29 mmol). The reaction mixture was stirred overnight. The solvents were evaporated in vacuo and the crude residue was purified by flash chromatography, the mobile phase being a mixture of methanol and dichloromethane (in a ratio gradually increasing from 1% to 4% methanol in dichloromethane), yielding the title compound (75 mg) as a white powder....